From a dataset of the Open Reaction Database (ORD), a public repository of structured organic reaction records. describe an organic reaction: reactants, conditions, products, and yield The reactants are BrCC(=O)N(C)C (2-brorno-N,N-dimethylacetamide), C(C1=CC=CC=C1)OC1=C(C=C(C=C1)[C@H](CN[C@@H]1CC2=CC(=CC=C2CC1)O)O)CCOCC1=CC=CC=C1 ((-)-(1R)-1-[4-Benzyloxy-3-(2-benzyloxyethyl)phenyl]-2-((2S)-7-hydroxy-1,2,3,4-tetrahydronaphthalen-2-ylamino)ethanol), [OH-].[Na+] (sodium hydroxide), BrCC(=O)N(C)C (2-bromo-N,N-dimethylacetamide), C(C)NCC (diethylamine). Run in C(Cl)Cl (methylene chloride), [Cl-].[Na+].O (Brine). The product is C(C1=CC=CC=C1)OC1=C(C=C(C=C1)[C@H](CN[C@@H]1CC2=CC(=CC=C2CC1)OCC(=O)N(C)C)O)CCOCC1=CC=CC=C1 ((-)-2-[(2S)-2-[[(2R)-2-[4-benzyloxy-3-(2-benzyloxyethyl)phenyl]-2-hydroxyethyl]amino]-1,2,3,4-tetrahydronaphthalen-7-yloxy)-N,N-dimethylacetamide). The yield is 78.4%. RXN SMILES: [CH2:1]([O:8][C:9]1[CH:14]=[CH:13][C:12]([C@@H:15]([OH:29])[CH2:16][NH:17][C@H:18]2[CH2:27][CH2:26][C:25]3[C:20](=[CH:21][C:22]([OH:28])=[CH:23][CH:24]=3)[CH2:19]2)=[CH:11][C:10]=1[CH2:30][CH2:31][O:32][CH2:33][C:34]1[CH:39]=[CH:38][CH:37]=[CH:36][CH:35]=1)[C:2]1[CH:7]=[CH:6][CH:5]=[CH:4][CH:3]=1.[OH-].[Na+].Br[CH2:43][C:44]([N:46]([CH3:48])[CH3:47])=[O:45].C(NCC)C>C(Cl)Cl.[Cl-].[Na+].O>[CH2:1]([O:8][C:9]1[CH:14]=[CH:13][C:12]([C@@H:15]([OH:29])[CH2:16][NH:17][C@H:18]2[CH2:27][CH2:26][C:25]3[C:20](=[CH:21][C:22]([O:28][CH2:43][C:44]([N:46]([CH3:48])[CH3:47])=[O:45])=[CH:23][CH:24]=3)[CH2:19]2)=[CH:11][C:10]=1[CH2:30][CH2:31][O:32][CH2:33][C:34]1[CH:35]=[CH:36][CH:37]=[CH:38][CH:39]=1)[C:2]1[CH:7]=[CH:6][CH:5]=[CH:4][CH:3]=1 |f:1.2,6.7.8|. Procedure details: (-)-(1R)-1-[4-Benzyloxy-3-(2-benzyloxyethyl)phenyl]-2-((2S)-7-hydroxy-1,2,3,4-tetrahydronaphthalen-2-ylamino)ethanol (450 mg) was dissolved in 4 ml of methylene chloride, 860 μl of 5 N aqueous sodium hydroxide solution and 143 mg of 2-bromo-N,N-dimethylacetamide were added to the solution with stirring at room temperature in that order, and the mixture was subjected to 3 hours of reaction at room temperature. Then, 143 mg of 2-brorno-N,N-dimethylacetamide was additionally added to the reaction s... Reactants: CC(C)(C)[Si](C)(C)Cl, CCOC(C)=O, CN(C)C=O, OCC(O)c1ccccc1Cl, c1c[nH]cn1. The product is CC(C)(C)[Si](C)(C)OCC(O)c1ccccc1Cl. As a reaction SMILES: [C:17]([CH3:18])([CH3:19])([CH3:20])[Si:21]([CH3:22])([CH3:23])[Cl:24].[CH3:25][CH2:26][O:27][C:28](=[O:29])[CH3:30].[CH3:31][N:32]([CH3:33])[CH:34]=[O:35].[Cl:1][c:2]1[c:3]([CH:8]([CH2:9][OH:10])[OH:11])[cH:4][cH:5][cH:6][cH:7]1.[nH:12]1[cH:13][cH:14][n:15][cH:16]1>>[Cl:1][c:2]1[c:3]([CH:8]([CH2:9][O:10][Si:21]([C:17]([CH3:18])([CH3:19])[CH3:20])([CH3:22])[CH3:23])[OH:11])[cH:4][cH:5][cH:6][cH:7]1. Starting materials: CS(=O)(=O)Cl, COc1cccc(OC)c1OCCO, c1ccncc1. Yields the product COc1cccc(OC)c1OCCOS(C)(=O)=O. As a reaction SMILES: [CH3:1][S:2]([Cl:3])(=[O:4])=[O:5].[CH3:6][O:7][c:8]1[c:9]([O:10][CH2:11][CH2:12][OH:13])[c:14]([O:18][CH3:19])[cH:15][cH:16][cH:17]1.[cH:20]1[cH:21][cH:22][n:23][cH:24][cH:25]1>>[CH3:1][S:2](=[O:4])(=[O:5])[O:13][CH2:12][CH2:11][O:10][c:9]1[c:8]([O:7][CH3:6])[cH:17][cH:16][cH:15][c:14]1[O:18][CH3:19]. Reactants: C(C=C)N1C(C(=C(C1)C1=CC=CC=C1)O)=O (1-allyl-3-hydroxy-4-phenyl-3-pyrrolin-2-one), CN(CCCl)C (β-dimethylaminoethyl chloride), Cl (hydrogen chloride). Solvent: C(C)(=O)OCC (ethyl acetate). The product is C(C=C)N1C(C(=C(C1)C1=CC=CC=C1)OCCN(C)C)=O (1-Allyl-3-(β-dimethylaminoethoxy)-4-phenyl-3-pyrrolin-2-one). RXN SMILES: [CH2:1]([N:4]1[CH2:8][C:7]([C:9]2[CH:14]=[CH:13][CH:12]=[CH:11][CH:10]=2)=[C:6]([OH:15])[C:5]1=[O:16])[CH:2]=[CH2:3].[CH3:17][N:18]([CH3:22])[CH2:19][CH2:20]Cl.Cl>C(OCC)(=O)C>[CH2:1]([N:4]1[CH2:8][C:7]([C:9]2[CH:14]=[CH:13][CH:12]=[CH:11][CH:10]=2)=[C:6]([O:15][CH2:20][CH2:19][N:18]([CH3:22])[CH3:17])[C:5]1=[O:16])[CH:2]=[CH2:3]. Procedure details: In a manner analogous to that described in Example 1, 30.6 g. 1-allyl-3-hydroxy-4-phenyl-3-pyrrolin-2-one are reacted with 23.0 g. β-dimethylaminoethyl chloride. The base obtained is reacted with gaseous hydrogen chloride in ethyl acetate. There is obtained 15.0 g. (45.5% of theory) 1-allyl-3-(β-dimethylaminoethoxy)-4-phenyl-3-pyrrolin-2-one hydrochloride: m.p. 115°-117° C., after recrystallization from methyl ethyl ketone. Reactants: Cl (hydrochloric acid), ClC=1C=C(C=CC1SCCCOC1=CC=C2C=C(C(OC2=C1CCC)=O)CC)CC(=O)OC (methyl 3-chloro-4-(3-(3-ethyl-8-propyl-7-coumarinyloxy)propylthio)phenylacetate), solution, [OH-].[K+] (potassium hydroxide), CO (methanol). Run in CO.O (methanol water). Run at temperature 30 celsius. Yields the product ClC=1C=C(C=CC1SCCCOC1=CC=C2C=C(C(OC2=C1CCC)=O)CC)CC(=O)O (3-Chloro-4-(3-(3-ethyl-8-propyl-7-coumarinyloxy)propylthio) phenylacetic acid). Reaction SMILES: [Cl:1][C:2]1[CH:3]=[C:4]([CH2:29][C:30]([O:32]C)=[O:31])[CH:5]=[CH:6][C:7]=1[S:8][CH2:9][CH2:10][CH2:11][O:12][C:13]1[C:22]([CH2:23][CH2:24][CH3:25])=[C:21]2[C:16]([CH:17]=[C:18]([CH2:27][CH3:28])[C:19](=[O:26])[O:20]2)=[CH:15][CH:14]=1.[OH-].[K+].CO.Cl>CO.O>[Cl:1][C:2]1[CH:3]=[C:4]([CH2:29][C:30]([OH:32])=[O:31])[CH:5]=[CH:6][C:7]=1[S:8][CH2:9][CH2:10][CH2:11][O:12][C:13]1[C:22]([CH2:23][CH2:24][CH3:25])=[C:21]2[C:16]([CH:17]=[C:18]([CH2:27][CH3:28])[C:19](=[O:26])[O:20]2)=[CH:15][CH:14]=1 |f:1.2,5.6|. Procedure: To a solution of methyl 3-chloro-4-(3-ethyl-8-propyl-7-coumarinoxy)propylthio)phenylacetate (Example 3; 30 mg, 0.0613 mmol) 1.0 mL methanol:water (2:1) was added a 0.5M solution of potassium hydroxide in methanol (0.61 mL, 0.3061 mmol). The mixture was heated to 30° C. for two hours at which time the mixture was acidified to pH=3 with 1M hydrochloric acid. The aqueous solution was extracted with ethyl acetate and the combined organics were dried over magnesium sulfate, filtered, and the crude re... Starting materials: CO, O=CO, O=C=NCCCl, NC1CCCCC1, O=CC(O)C(O)C(O)C(O)CO, C1CCOC1. Product: O=C(NCCCl)N(C1CCCCC1)C1OC(CO)C(O)C(O)C1O. RXN SMILES: [CH3:26][OH:27].[CH:33]([OH:34])=[O:35].[Cl:20][CH2:21][CH2:22][N:23]=[C:24]=[O:25].[NH2:13][CH:14]1[CH2:15][CH2:16][CH2:17][CH2:18][CH2:19]1.[O:1]=[CH:2][CH:3]([OH:4])[CH:5]([OH:6])[CH:7]([OH:8])[CH:9]([OH:10])[CH2:11][OH:12].[O:28]1[CH2:29][CH2:30][CH2:31][CH2:32]1>>[CH:2]1([N:13]([CH:14]2[CH2:15][CH2:16][CH2:17][CH2:18][CH2:19]2)[C:24]([NH:23][CH2:22][CH2:21][Cl:20])=[O:25])[CH:3]([OH:4])[CH:5]([OH:6])[CH:7]([OH:8])[CH:9]([CH2:11][OH:12])[O:10]1. Starting materials: C([C@@H](O)C1=CC=CC=C1)(=O)OC (Methyl (S)-(+)-mandelate), solution, CN (methylamine), CO (methanol). Run at time 24 hour. Product: O[C@H](C(=O)NC)C1=CC=CC=C1 ((S)-2-Hydroxy-N-methyl-2-phenylacetamide). Isolated yield 95.0%. RXN SMILES: [C:1]([O:11]C)(=O)[C@H:2]([C:4]1[CH:9]=[CH:8][CH:7]=[CH:6][CH:5]=1)[OH:3].[CH3:13][NH2:14].CO>>[OH:3][C@@H:2]([C:4]1[CH:9]=[CH:8][CH:7]=[CH:6][CH:5]=1)[C:1]([NH:14][CH3:13])=[O:11]. Reported procedure: Methyl (S)-(+)-mandelate 36 (4.60 g, 27.7 mmol, 1.0 eq) was added to a 2M solution of methylamine in methanol, (70 mL, 140 mmol, 5.05 eq) and the mixture was stirred at rt for 24 h. The mixture was concentrated under reduced pressure to a semi-solid. Residual methanol was co-evaporated with toluene (2×50 mL) followed by 1:1 toluene/heptanes (50 mL) to give a white crystalline solid. The solid was triturated with heptanes (50 mL), filtered and dried to give 4.35 g (95%) of 37 as a white solid. Starting materials: OC(CCCCC1=C(C2=CC=CC=C2C=C1)O)(C)C (2-(5-Hydroxy-5-methylhexyl)-1-naphthol), C1(=CC=C(C=C1)S(=O)(=O)O)C (p-toluenesulfonic acid), O (water). Run in C1(=CC=CC=C1)C (toluene). Reaction conditions: time 18 hour. The product is CC(=CCCCC1=C(C2=CC=CC=C2C=C1)O)C (2-(5-Methyl-4-hexenyl)-1-naphthol). Yield: 83.2%. RXN SMILES: O[C:2]([CH3:19])([CH3:18])[CH2:3][CH2:4][CH2:5][CH2:6][C:7]1[CH:16]=[CH:15][C:14]2[C:9](=[CH:10][CH:11]=[CH:12][CH:13]=2)[C:8]=1[OH:17].C1(C)C=CC(S(O)(=O)=O)=CC=1.O>C1(C)C=CC=CC=1>[CH3:18][C:2]([CH3:19])=[CH:3][CH2:4][CH2:5][CH2:6][C:7]1[CH:16]=[CH:15][C:14]2[C:9](=[CH:10][CH:11]=[CH:12][CH:13]=2)[C:8]=1[OH:17]. Reported procedure: A solution of the compound of Example 119 (0.45 g, 0.002 mole) and p-toluenesulfonic acid (4-5 crystals) in toluene (20 mL) was heated at reflux with azeotropic removal of water. After 18 hours, the cooled solution was washed with saturated aqueous sodium bicarbonate and evaporated to provide the title compound (0.4g, 100%) as an oil; mass spectrum: m/z 240.